Dataset: the Open Reaction Database (ORD), a public repository of structured organic reaction records. Task: describe an organic reaction: reactants, conditions, products, and yield The reactants are BrC1=CC(=CN1)C=O (5-bromo-1H-pyrrole-3-carbaldehyde), [H-].[Na+] (sodium hydride), C1(=CC=CC=C1)S(=O)(=O)Cl (Benzenesulfonyl chloride). The solvent is O (water), O1CCCC1 (tetrahydrofuran). Conditions: time 10 minute. Yields the product BrC1=CC(=CN1S(=O)(=O)C1=CC=CC=C1)C=O (5-bromo-1-(phenylsulfonyl)-1H-pyrrole-3-carbaldehyde). Isolated yield 85.5%. As a reaction SMILES: [Br:1][C:2]1[NH:6][CH:5]=[C:4]([CH:7]=[O:8])[CH:3]=1.[H-].[Na+].[C:11]1([S:17](Cl)(=[O:19])=[O:18])[CH:16]=[CH:15][CH:14]=[CH:13][CH:12]=1>O1CCCC1.O>[Br:1][C:2]1[N:6]([S:17]([C:11]2[CH:16]=[CH:15][CH:14]=[CH:13][CH:12]=2)(=[O:19])=[O:18])[CH:5]=[C:4]([CH:7]=[O:8])[CH:3]=1 |f:1.2|. Procedure details: To a solution of 5-bromo-1H-pyrrole-3-carbaldehyde (3.50 g) in tetrahydrofuran (70 mL) was added sodium hydride (60% in oil, 1.21 g) at room temperature, and the mixture was stirred for 10 min. Benzenesulfonyl chloride (4.27 g) was added, and the mixture was further stirred for 1 hr, diluted with water, and extracted with ethyl acetate. The extract was washed with saturated brine, dried over anhydrous magnesium sulfate, and concentrated under reduced pressure. The residue was purified by silica ... Starting materials: BrC=1C=CC(=C(C1)CC(=O)OC)OCC1=CC=C(C=C1)OCC=1N=C(OC1C)C1=CC=CC=C1 (methyl 2-[5-bromo-2-[4-[(5-methyl-2-phenyl-4-oxazolyl)methoxy]benzyloxy]phenyl]acetate), O1CCCC1 (tetrahydrofuran), [OH-].[Na+] (sodium hydroxide), Cl (Hydrochloric acid). The solvent is CO (methanol-), O (water). Conditions: temperature 50 celsius, time 1.5 hour. The product is BrC=1C=CC(=C(C1)CC(=O)O)OCC1=CC=C(C=C1)OCC=1N=C(OC1C)C1=CC=CC=C1 (2-[5-bromo-2-[4-[(5-methyl-2-phenyl-4-oxazolyl)methoxy]benzyloxy]phenyl]acetic acid). Yield: 80.9%. As a reaction SMILES: [Br:1][C:2]1[CH:3]=[CH:4][C:5]([O:13][CH2:14][C:15]2[CH:20]=[CH:19][C:18]([O:21][CH2:22][C:23]3[N:24]=[C:25]([C:29]4[CH:34]=[CH:33][CH:32]=[CH:31][CH:30]=4)[O:26][C:27]=3[CH3:28])=[CH:17][CH:16]=2)=[C:6]([CH2:8][C:9]([O:11]C)=[O:10])[CH:7]=1.O1CCCC1.[OH-].[Na+].Cl>O.CO>[Br:1][C:2]1[CH:3]=[CH:4][C:5]([O:13][CH2:14][C:15]2[CH:16]=[CH:17][C:18]([O:21][CH2:22][C:23]3[N:24]=[C:25]([C:29]4[CH:30]=[CH:31][CH:32]=[CH:33][CH:34]=4)[O:26][C:27]=3[CH3:28])=[CH:19][CH:20]=2)=[C:6]([CH2:8][C:9]([OH:11])=[O:10])[CH:7]=1 |f:2.3|. Procedure: To a mixture of methyl 2-[5-bromo-2-[4-[(5-methyl-2-phenyl-4-oxazolyl)methoxy]benzyloxy]phenyl]acetate (0.80 g), tetrahydrofuran (3 mL) and methanol-(3 mL) was added a 1N aqueous sodium hydroxide solution (3 mL) and the mixture was stirred at 50° C. for 1.5 hrs. 1N Hydrochloric acid (3 mL) and water were added to the reaction mixture, and the precipitated solid was collected by filtration and dried with air to give crystals (0.63 g, 83%) of 2-[5-bromo-2-[4-[(5-methyl-2-phenyl-4-oxazolyl)methoxy]... The reactants are N1=CC(=CC=C1)CNC(=O)C1(CCNCC1)CC1=CC=CC=C1 (4-benzyl-piperidine-4-carboxylic acid (pyridin-3-ylmethyl)-amide), Cl (hydrochloride), Cl (hydrochloride), C(C)(C)(C)OC(=O)N1CCC(CC1)(C(=O)O)CC1=CC=C(C=C1)F (4-(4-fluoro-benzyl)-piperidine-1,4-dicarboxylic acid mono-tert-butyl ester), C(C1=CC=CC=C1)N (benzylamine). Yields the product C(C1=CC=CC=C1)NC(=O)C1(CCNCC1)CC1=CC=C(C=C1)F (4-(4-Fluoro-benzyl)-piperidine-4-carboxylic acid benzylamide), N (NH3). Reaction SMILES: [N:1]1C=CC=C(CNC(C2(CC3C=CC=CC=3)CCNCC2)=O)C=1.Cl.C(OC([N:32]1[CH2:37][CH2:36][C:35]([CH2:41][C:42]2[CH:47]=[CH:46][C:45]([F:48])=[CH:44][CH:43]=2)([C:38]([OH:40])=O)[CH2:34][CH2:33]1)=O)(C)(C)C.[CH2:49]([NH2:56])[C:50]1[CH:55]=[CH:54][CH:53]=[CH:52][CH:51]=1>>[CH2:49]([NH:56][C:38]([C:35]1([CH2:41][C:42]2[CH:43]=[CH:44][C:45]([F:48])=[CH:46][CH:47]=2)[CH2:34][CH2:33][NH:32][CH2:37][CH2:36]1)=[O:40])[C:50]1[CH:55]=[CH:54][CH:53]=[CH:52][CH:51]=1.[NH3:1]. Reported procedure: In analogy to the procedure described for the synthesis of 4-benzyl-piperidine-4-carboxylic acid (pyridin-3-ylmethyl)-amide; hydrochloride (intermediate 1) the title compound was prepared from 4-(4-fluoro-benzyl)-piperidine-1,4-dicarboxylic acid mono-tert-butyl ester (commercially available) and benzylamine (commercially available) with subsequent cleavage of the protecting group under acidic conditions. The title compound was purified on silica eluting with a gradient formed from DCM and 2N NH3... Starting materials: OO (hydrogen peroxide), Cl (hydrochloric acid), C(C1=CC=CC=C1)[C@@H]1N(C(OC1)=O)C(C[C@@H](C1=CC=C(C=C1)OCC(CC)OC1=CC=C(C=C1)C(F)(F)F)C1=NOC=C1)=O ((S)-4-Benzyl-3-((S)-3-(isoxazol-3-yl)-3-(4-(2-(4-(trifluoromethyl)phenoxy)butoxy)phenyl)propanoyl)oxazolidin-2-one), [OH-].[Li+] (lithium hydroxide). Run in C1CCOC1 (THF), O (water). Conditions: time 1 hour. The product is O1N=C(C=C1)[C@@H](CC(=O)O)C1=CC=C(C=C1)OCC(CC)OC1=CC=C(C=C1)C(F)(F)F ((S)-3-(Isoxazol-3-yl)-3-(4-(2-(4-(trifluoromethyl)phenoxy)butoxy)phenyl)propanoic acid). Yield: 32.2%. As a reaction SMILES: C([C@H]1COC(=O)N1[C:14](=[O:44])[CH2:15][C@H:16]([C:39]1[CH:43]=[CH:42][O:41][N:40]=1)[C:17]1[CH:22]=[CH:21][C:20]([O:23][CH2:24][CH:25]([O:28][C:29]2[CH:34]=[CH:33][C:32]([C:35]([F:38])([F:37])[F:36])=[CH:31][CH:30]=2)[CH2:26][CH3:27])=[CH:19][CH:18]=1)C1C=CC=CC=1.[OH:45]O.[OH-].[Li+].Cl>C1COCC1.O>[O:41]1[CH:42]=[CH:43][C:39]([C@H:16]([C:17]2[CH:18]=[CH:19][C:20]([O:23][CH2:24][CH:25]([O:28][C:29]3[CH:30]=[CH:31][C:32]([C:35]([F:36])([F:37])[F:38])=[CH:33][CH:34]=3)[CH2:26][CH3:27])=[CH:21][CH:22]=2)[CH2:15][C:14]([OH:44])=[O:45])=[N:40]1 |f:2.3|. Reported procedure: To a solution of the oxazolidinone (49.2) (23.0 mg, 0.038 mmol) dissolved in THF (2 mL), was added a 30% hydrogen peroxide solution (43 μL, 0.38 mmol) followed by a 2 M lithium hydroxide solution (94 μL, 0.19 mmol). The resulting slurry was stirred for one hour. The reaction mixture was then diluted with water and acidified with hydrochloric acid to pH ˜3. The mixture was then extracted with EtOAc (1×20 mL), and the organic layer was washed with an acidic sodium sulfite solution (2×15 mL) and br... Starting materials: CC(C)(C)C1OC(=O)C(c2ccccc2)O1, C1CCOC1, C[Si](C)(C)[N-][Si](C)(C)C, [Li+], O=C1CCCCC1. Reaction SMILES: [C:11]([CH3:12])([CH3:13])([CH3:14])[CH:15]1[O:16][CH:17]([c:21]2[cH:22][cH:23][cH:24][cH:25][cH:26]2)[C:18](=[O:20])[O:19]1.[CH2:34]1[O:35][CH2:36][CH2:37][CH2:38]1.[CH3:1][Si:2]([N-:3][Si:4]([CH3:5])([CH3:6])[CH3:7])([CH3:8])[CH3:9].[Li+:10].[O:27]=[C:28]1[CH2:29][CH2:30][CH2:31][CH2:32][CH2:33]1>>[C:11]([CH3:12])([CH3:13])([CH3:14])[CH:15]1[O:16][C:17]([c:21]2[cH:22][cH:23][cH:24][cH:25][cH:26]2)([C:28]2([OH:27])[CH2:29][CH2:30][CH2:31][CH2:32][CH2:33]2)[C:18](=[O:20])[O:19]1. Product: CC(C)(C)C1OC(=O)C(c2ccccc2)(C2(O)CCCCC2)O1. Reactants: CC(NP(=O)(Cc1ccccc1)Cc1ccccc1)C(=O)N1CCCC1C(=O)N1CCCC1C(=O)O, NCCCCC(N)C(=O)O, O. Product: CC(NP(=O)(Cc1ccccc1)Cc1ccccc1)C(=O)N1CCCC1C(=O)N1CCCC1C(=O)O, NCCCCC(N)C(=O)O. As a reaction SMILES: [CH2:11]([c:12]1[cH:13][cH:14][cH:15][cH:16][cH:17]1)[P:18](=[O:19])([CH2:20][c:21]1[cH:22][cH:23][cH:24][cH:25][cH:26]1)[NH:27][CH:28]([CH3:29])[C:30](=[O:31])[N:32]1[CH:33]([C:34](=[O:35])[N:36]2[CH:37]([C:38](=[O:39])[OH:40])[CH2:41][CH2:42][CH2:43]2)[CH2:44][CH2:45][CH2:46]1.[NH2:1][CH2:2][CH2:3][CH2:4][CH2:5][CH:6]([NH2:7])[C:8]([OH:9])=[O:10].[OH2:47]>>[CH2:11]([c:12]1[cH:13][cH:14][cH:15][cH:16][cH:17]1)[P:18](=[O:19])([CH2:20][c:21]1[cH:22][cH:23][cH:24][cH:25][cH:26]1)[NH:27][CH:28]([CH3:29])[C:30](=[O:31])[N:32]1[CH:33]([C:34](=[O:35])[N:36]2[CH:37]([C:38](=[O:39])[OH:40])[CH2:41][CH2:42][CH2:43]2)[CH2:44][CH2:45][CH2:46]1.[NH2:1][CH2:2][CH2:3][CH2:4][CH2:5][CH:6]([NH2:7])[C:8](=[O:9])[OH:10]. The reactants are CC(C=O)(C)C1=NOC(=C1)NC(=O)[C@H]1N(CCC1)C1CCOCC1 ((S)-1-(tetrahydro-pyran-4-yl)-pyrrolidine-2-carboxylic acid [3-(1,1-dimethyl-2-oxo-ethyl)-isoxazol-5-yl]-amide), Cl.NO (hydroxylamine hydrochloride), N1=CC=CC=C1 (pyridine). Solvent: CO (MeOH). Conditions: temperature 60 celsius, time 3 hour. Product: ON=CC(C)(C)C1=NOC(=C1)NC(=O)[C@H]1N(CCC1)C1CCOCC1 ((S)-1-(tetrahydro-pyran-4-yl)-pyrrolidine-2-carboxylic acid [3-(2-hydroxyimino-1,1-dimethyl-ethyl)-isoxazol-5-yl]-amide). Isolated yield 83.5%. Reaction SMILES: [CH3:1][C:2]([C:6]1[CH:10]=[C:9]([NH:11][C:12]([C@@H:14]2[CH2:18][CH2:17][CH2:16][N:15]2[CH:19]2[CH2:24][CH2:23][O:22][CH2:21][CH2:20]2)=[O:13])[O:8][N:7]=1)([CH3:5])[CH:3]=O.Cl.[NH2:26][OH:27].N1C=CC=CC=1>CO>[OH:27][N:26]=[CH:3][C:2]([C:6]1[CH:10]=[C:9]([NH:11][C:12]([C@@H:14]2[CH2:18][CH2:17][CH2:16][N:15]2[CH:19]2[CH2:24][CH2:23][O:22][CH2:21][CH2:20]2)=[O:13])[O:8][N:7]=1)([CH3:1])[CH3:5] |f:1.2|. Procedure: To 90.0 mg (0.27 mmol) of (S)-1-(tetrahydro-pyran-4-yl)-pyrrolidine-2-carboxylic acid [3-(1,1-dimethyl-2-oxo-ethyl)-isoxazol-5-yl]-amide in MeOH (3.00 mL) are added 22.4 mg (0.32 mmol) hydroxylamine hydrochloride and 58.5 μL (0.72 mmol) pyridine. The reaction is stirred at 60° C. for 3 h. The solvent is removed under reduced pressure and the residue is purified by HPLC-MS to afford 79.0 mg of (S)-1-(tetrahydro-pyran-4-yl)-pyrrolidine-2-carboxylic acid [3-(2-hydroxyimino-1,1-dimethyl-ethyl)-isoxa... The reactants are CN1CCN(CC1)CCCNC1=C(N)C=C(C=C1)Cl (2-[3-(4-methyl-1-piperazinyl)propylamino]-5-chloroaniline), ice water, [OH-].[Na+] (NaOH), O (water), N#CBr (cyanogen bromide). Solvent: C(C)O (ethanol). Product: CN1CCN(CC1)CCCN1C(=NC2=C1C=CC(=C2)Cl)N (1-[3-(4-methyl-1-piperazinyl)propyl]-2-amino-5-chlorobenzimidazole). The yield is 59.0%. RXN SMILES: [CH3:1][N:2]1[CH2:7][CH2:6][N:5]([CH2:8][CH2:9][CH2:10][NH:11][C:12]2[CH:18]=[CH:17][C:16]([Cl:19])=[CH:15][C:13]=2[NH2:14])[CH2:4][CH2:3]1.O.[N:21]#[C:22]Br.[OH-].[Na+]>C(O)C>[CH3:1][N:2]1[CH2:3][CH2:4][N:5]([CH2:8][CH2:9][CH2:10][N:11]2[C:12]3[CH:18]=[CH:17][C:16]([Cl:19])=[CH:15][C:13]=3[N:14]=[C:22]2[NH2:21])[CH2:6][CH2:7]1 |f:3.4|. Procedure details: To a solution of 2-[3-(4-methyl-1-piperazinyl)propylamino]-5-chloroaniline (70 g., 0.248 mole) in 350 ml. of water and 150 ml. ethanol was added, with stirring, 59.0 g. (0.557 mole) of cyanogen bromide in portions over 1 hour. The temperature was maintained at 40°-50° C. After the addition was completed the mixture was allowed to cool to room temperature and stirred overnight. After pouring into 1500 ml. ice water and making strongly alkaline with 20% NaOH, the precipitated solid was collected o...